This data is from the Open Reaction Database (ORD), a public repository of structured organic reaction records. The task is: describe an organic reaction: reactants, conditions, products, and yield Starting materials: C1CCOC1 (THF), FC1=C(C=C(C(=C1)F)[N+](=O)[O-])C=1C(N(C(=CC1)C(F)(F)F)C)=O (3-(2,4-difluoro-5-nitrophenyl)-1-methyl-6-trifluormethyl-2(1H)-pyridone), [H-].[Na+] (sodium hydride), C(CO)(=O)OC (methyl glycolate). Run in O (water). Reaction conditions: time 15 minute. Product: FC1=C(C=C(C(=C1)OCC(=O)OC)[N+](=O)[O-])C=1C(N(C(=CC1)C(F)(F)F)C)=O (3-(2-fluoro-4-methoxycarbonylmethoxy-5-nitrophenyl)-1-methyl-6-trifluoromethyl-2(1H)-pyridone). Isolated yield 64.7%. Reaction SMILES: C1COCC1.[H-].[Na+].[C:8]([O:12][CH3:13])(=[O:11])[CH2:9][OH:10].[F:14][C:15]1[CH:20]=[C:19](F)[C:18]([N+:22]([O-:24])=[O:23])=[CH:17][C:16]=1[C:25]1[C:26](=[O:36])[N:27]([CH3:35])[C:28]([C:31]([F:34])([F:33])[F:32])=[CH:29][CH:30]=1>O>[F:14][C:15]1[CH:20]=[C:19]([O:10][CH2:9][C:8]([O:12][CH3:13])=[O:11])[C:18]([N+:22]([O-:24])=[O:23])=[CH:17][C:16]=1[C:25]1[C:26](=[O:36])[N:27]([CH3:35])[C:28]([C:31]([F:32])([F:33])[F:34])=[CH:29][CH:30]=1 |f:1.2|. Procedure details: To 20 ml of THF, 0.24 g (60 mmol) of 60% sodium hydride was suspended under cooling with ice, and 0.32 g (6.6 mmol) of methyl glycolate, was added thereto, followed by stirring for 15 minutes. To this mixture, 2 g (6.0 mmol) of 3-(2,4-difluoro-5-nitrophenyl)-1-methyl-6-trifluormethyl-2(1H)-pyridone was added, followed by stirring at room temperature for 3 hours. The product was poured into water and extracted with ethyl acetate. After washing with water, the organic layer was dried over anhydrou...